Dataset: the Open Reaction Database (ORD), a public repository of structured organic reaction records. Task: describe an organic reaction: reactants, conditions, products, and yield Yield: 60.0%. Reaction SMILES: [OH:1][C:2]1[CH:10]=[CH:9][CH:8]=[C:7]2[C:3]=1[CH:4]=[CH:5][N:6]2[CH3:11].[CH3:12][O:13][C:14]1[CH:15]=[C:16]([CH:19]=[C:20]([O:22][CH3:23])[CH:21]=1)[CH:17]=O.[C:24](#[N:28])[CH2:25][C:26]#[N:27]>>[NH2:28][C:24]1[O:1][C:2]2[C:10]([CH:17]([C:16]3[CH:15]=[C:14]([O:13][CH3:12])[CH:21]=[C:20]([O:22][CH3:23])[CH:19]=3)[C:25]=1[C:26]#[N:27])=[CH:9][CH:8]=[C:7]1[N:6]([CH3:11])[CH:5]=[CH:4][C:3]=21. Starting materials: OC1=C2C=CN(C2=CC=C1)C (4-hydroxy-1-methylindole), COC=1C=C(C=O)C=C(C1)OC (3,5-dimethoxybenzaldehyde), C(CC#N)#N (malononitrile). Yields the product NC=1OC2=C3C(=CC=C2C(C1C#N)C1=CC(=CC(=C1)OC)OC)N(C=C3)C (2-Amino-3-cyano-4-(3,5-dimethoxyphenyl)-7-methyl-4H-pyrrolo[2,3-h]chromene), white solids. Reported procedure: The title compound was prepared from 4-hydroxy-1-methylindole (40 mg, 0.27 mmol), 3,5-dimethoxybenzaldehyde (45 mg, 0.27 mmol) and malononitrile (18 mg, 0.27 mmol) similar to Example 24 to yield 62 mg (60%) of white solids. 1H NMR (CDCl3): 7.04-7.00 (m, 2H), 6.81 (d, J=8.4 Hz, 1H), 6.55 (d, J=3.0 Hz, 1H), 6.37-6.31 (m, 3H), 4.77 (s, 1H), 4.64 (brs, 2H), 3.77-3.74 (m, 9H). Starting materials: C(C)(C)(C)OC(N[C@@H](CC(=O)N1CC=2N(CC1)C(=NC2C(=O)C2CCCC2)C(F)(F)F)CC2=C(C=C(C(=C2)F)F)F)=O ((R)-[3-(1-cyclopentanecarbonyl-3-trifluoromethyl-5,6-dihydro-8H-imidazo[1,5-a]pyrazin-7-yl)-3-oxo-1-(2,4,5-trifluoro-benzyl)-propyl]-carbamic acid tert-butyl ester), Cl (hydrochloric acid). Run in C(C)(=O)OCC (ethyl acetate), C(C)(=O)OCC (ethyl acetate). The product is Cl.N[C@@H](CC(=O)N1CC=2N(CC1)C(=NC2C(=O)C2CCCC2)C(F)(F)F)CC2=C(C=C(C(=C2)F)F)F ((R)-3-amino-1-(1-cyclopentanecarbonyl-3-trifluoromethyl-5,6-dihydro-8H-imidazo[1,5-a]pyrazin-7-yl)-4-(2,4,5-trifluoro-phenyl)-butan-1-one hydrochloride). Yield: 81.0%. RXN SMILES: C(OC(=O)[NH:7][C@H:8]([CH2:32][C:33]1[CH:38]=[C:37]([F:39])[C:36]([F:40])=[CH:35][C:34]=1[F:41])[CH2:9][C:10]([N:12]1[CH2:17][CH2:16][N:15]2[C:18]([C:28]([F:31])([F:30])[F:29])=[N:19][C:20]([C:21]([CH:23]3[CH2:27][CH2:26][CH2:25][CH2:24]3)=[O:22])=[C:14]2[CH2:13]1)=[O:11])(C)(C)C.[ClH:43]>C(OCC)(=O)C>[ClH:43].[NH2:7][C@H:8]([CH2:32][C:33]1[CH:38]=[C:37]([F:39])[C:36]([F:40])=[CH:35][C:34]=1[F:41])[CH2:9][C:10]([N:12]1[CH2:17][CH2:16][N:15]2[C:18]([C:28]([F:31])([F:29])[F:30])=[N:19][C:20]([C:21]([CH:23]3[CH2:27][CH2:26][CH2:25][CH2:24]3)=[O:22])=[C:14]2[CH2:13]1)=[O:11] |f:3.4|. Reported procedure: (R)-[3-(1-Cyclopentanecarbonyl-3-trifluoromethyl-5,6-dihydro-8H-imidazo[1,5-a]pyrazin-7-yl)-3-oxo-1-(2,4,5-trifluoro-benzyl)-propyl]-carbamic acid tert-butyl ester 28c (0.11 g, 0.183 mmol) was dissolved in 2 mL of ethyl acetate under stirring. A solution of 2.4 N hydrochloric acid in 5 mL of ethyl acetate was added to the above solution. The reaction mixture was stirred at room temperature and monitored by thin layer chromatography until the disappearance of the starting materials. The reaction ... Procedure: To a stirred solution of [7-(5-{3-chloro-4-[(1-methylethyl)oxy]phenyl}-1,2,4-oxadiazol-3-yl)-1-methyl-1H-indol-3-yl]acetaldehyde (D88) (50 mg), 3-azetidinecarboxylic acid (25 mg) and acetic acid (0.1 mL) in DCM (10 mL) was added sodium triacetoxyborohydride (78 mg). The reaction was stirred at 20° C. for 3 h. The mixture was concentrated and the residue was partitioned between ethyl acetate (25 mL) and aqueous HCl (2 M, 25 mL). The organic phase was washed with water (25 mL) and brine (25 mL), d... Reactants: ClC=1C=C(C=CC1OC(C)C)C1=NC(=NO1)C=1C=CC=C2C(=CN(C12)C)CC=O ([7-(5-{3-chloro-4-[(1-methylethyl)oxy]phenyl}-1,2,4-oxadiazol-3-yl)-1-methyl-1H-indol-3-yl]acetaldehyde), N1CC(C1)C(=O)O (3-azetidinecarboxylic acid), C(C)(=O)O (acetic acid), C(C)(=O)O[BH-](OC(C)=O)OC(C)=O.[Na+] (sodium triacetoxyborohydride). Run at temperature 20 celsius, time 3 hour. The solvent is C(Cl)Cl (DCM). Yields the product ClC=1C=C(C=CC1OC(C)C)C1=NC(=NO1)C=1C=CC=C2C(=CN(C12)C)CCN1CC(C1)C(=O)O (1-{2-[7-(5-{3-chloro-4-[(1-methylethyl)oxy]phenyl}-1,2,4-oxadiazol-3-yl)-1-methyl-1H-indol-3-yl]ethyl}-3-azetidinecarboxylic acid). The yield is 29.8%. RXN SMILES: [Cl:1][C:2]1[CH:3]=[C:4]([C:12]2[O:16][N:15]=[C:14]([C:17]3[CH:18]=[CH:19][CH:20]=[C:21]4[C:25]=3[N:24]([CH3:26])[CH:23]=[C:22]4[CH2:27][CH:28]=O)[N:13]=2)[CH:5]=[CH:6][C:7]=1[O:8][CH:9]([CH3:11])[CH3:10].[NH:30]1[CH2:33][CH:32]([C:34]([OH:36])=[O:35])[CH2:31]1.C(O)(=O)C.C(O[BH-](OC(=O)C)OC(=O)C)(=O)C.[Na+]>C(Cl)Cl>[Cl:1][C:2]1[CH:3]=[C:4]([C:12]2[O:16][N:15]=[C:14]([C:17]3[CH:18]=[CH:19][CH:20]=[C:21]4[C:25]=3[N:24]([CH3:26])[CH:23]=[C:22]4[CH2:27][CH2:28][N:30]3[CH2:33][CH:32]([C:34]([OH:36])=[O:35])[CH2:31]3)[N:13]=2)[CH:5]=[CH:6][C:7]=1[O:8][CH:9]([CH3:10])[CH3:11] |f:3.4|. Starting materials: S1C2=C(C=C1C=O)SC=C2 (thieno[3,2-b]thiophene-2-carboxaldehyde), C(CO)O (ethylene glycol), S(=O)(=O)([O-])C1=CC=C(C)C=C1.[NH+]1=CC=CC=C1 (pyridinium tosylate). Solvent: C1=CC=CC=C1 (benzene). Yields the product O1C(OCC1)C1=CC2=C(S1)C=CS2 (2-(2-dioxolanyl)thieno[3,2-b]thiophene). As a reaction SMILES: [S:1]1[C:5]([CH:6]=[O:7])=[CH:4][C:3]2[S:8][CH:9]=[CH:10][C:2]1=2.[CH2:11](O)[CH2:12][OH:13].S(C1C=CC(C)=CC=1)([O-])(=O)=O.[NH+]1C=CC=CC=1>C1C=CC=CC=1>[O:7]1[CH2:11][CH2:12][O:13][CH:6]1[C:5]1[S:1][C:2]2[CH:10]=[CH:9][S:8][C:3]=2[CH:4]=1 |f:2.3|. Reported procedure: 2,3-Dibromothiophene (1) is converted to 3-Bromothiophene-2-carboxaldehyde (2) through a series of reactions with n-butyl lithium yielding 2-litho-3-bromothiophene, followed by N-formylpiperidine and 3N HCl. This 3-bromothiophene-2-carboxaldehyde (2) is then placed in toluene solution containing ethylene glycol to which is added pyridinium tosylate yielding 3-bromo-2-(2-dioxolanyl)thiophene (3). This 3-bromo-2-(2-dioxolanyl)thiophene (3) is then reacted with n-butyllithium followed by sulfur, th... Starting materials: BrC=1C=CC2=C(N(CC3=C(N2)N=C(C=C3)C(F)(F)F)S(=O)(=O)C3=CC=C(C=C3)C(C)(C)C)C1C (8-bromo-6-[(4-tert-butylphenyl)sulfonyl]-7-methyl-2-(trifluoromethyl)-6,11-dihydro-5H-pyrido[2,3-b][1,5]benzodiazepine), BrC=1C=CC2=C(N(CC3=C(N2)N=C(C=C3)C(F)(F)F)S(=O)(=O)C3=CC=C(C=C3)C(C)(C)C)C1C (8-bromo-6-[(4-tert-butylphenyl)sulfonyl]-7-methyl-2-(trifluoromethyl)-6,11-dihydro-5H-pyrido[2,3-b][1,5]benzodiazepine), CS(=O)[O-].[Na+] (sodium methyl sulfinate), CNCCNC (N,N′-dimethyl ethylenediamine), CS(=O)C (DMSO). Run in CCOC(=O)C (EtOAc). Conditions: temperature 110 celsius. Product: C(C)(C)(C)C1=CC=C(C=C1)S(=O)(=O)N1CC2=C(NC3=C1C(=C(C=C3)S(=O)(=O)C)C)N=C(C=C2)C(F)(F)F (6-[(4-tert-Butylphenyl)sulfonyl]-7-methyl-8-(methylsulfonyl)-2-(trifluoromethyl)-6,11-dihydro-5H-pyrido[2,3-b][1,5]benzodiazepine). As a reaction SMILES: Br[C:2]1[CH:3]=[CH:4][C:5]2[NH:11][C:10]3[N:12]=[C:13]([C:16]([F:19])([F:18])[F:17])[CH:14]=[CH:15][C:9]=3[CH2:8][N:7]([S:20]([C:23]3[CH:28]=[CH:27][C:26]([C:29]([CH3:32])([CH3:31])[CH3:30])=[CH:25][CH:24]=3)(=[O:22])=[O:21])[C:6]=2[C:33]=1[CH3:34].[CH3:35][S:36]([O-:38])=[O:37].[Na+].CNCCNC.CS(C)=O>CCOC(C)=O>[C:29]([C:26]1[CH:25]=[CH:24][C:23]([S:20]([N:7]2[C:6]3[C:33]([CH3:34])=[C:2]([S:36]([CH3:35])(=[O:38])=[O:37])[CH:3]=[CH:4][C:5]=3[NH:11][C:10]3[N:12]=[C:13]([C:16]([F:17])([F:18])[F:19])[CH:14]=[CH:15][C:9]=3[CH2:8]2)(=[O:21])=[O:22])=[CH:28][CH:27]=1)([CH3:32])([CH3:30])[CH3:31] |f:1.2|. Procedure details: A mixture of 8-bromo-6-[(4-tert-butylphenyl)sulfonyl]-7-methyl-2-(trifluoromethyl)-6,11-dihydro-5H-pyrido[2,3-b][1,5]benzodiazepine (intermediate 63, 100 mg, 0.180 mmol) sodium methyl sulfinate (55.2 mg, 0.541 mmol) and copper (II) triflate benzene complex (27.2 mg, 0.054 mmol) was flushed with nitrogen and capped, and was added N,N′-dimethyl ethylenediamine (0.12 mL, 0.108 mmol), and DMSO (0.60 mL). The mixture was heated to 110° C. for 36 h. After cooling to rt, the reaction mixture was dilute...